From a dataset of the Open Reaction Database (ORD), a public repository of structured organic reaction records. describe an organic reaction: reactants, conditions, products, and yield The reactants are CCCC(C)Oc1nc(N)c2nc(OC)n(CCCCNC3CCOCC3)c2n1, CCCC(C)Oc1nc(N)c2nc(OC)n(CCCCCCl)c2n1, NC1CCOCC1. Product: CCCC(C)Oc1nc(N)c2nc(OC)n(CCCCCNC3CCOCC3)c2n1. RXN SMILES: [CH3:1][CH:2]([O:3][c:4]1[n:5][c:6]2[c:7]([n:8][c:9]([O:10][CH3:11])[n:12]2[CH2:13][CH2:14][CH2:15][CH2:16][NH:20][CH:21]2[CH2:22][CH2:23][O:24][CH2:25][CH2:26]2)[c:17]([NH2:18])[n:19]1)[CH2:27][CH2:28][CH3:29].[Cl:30][CH2:31][CH2:32][CH2:33][CH2:34][CH2:35][n:36]1[c:37]2[n:38][c:39]([O:48][CH:49]([CH2:50][CH2:51][CH3:52])[CH3:53])[n:40][c:41]([NH2:47])[c:42]2[n:43][c:44]1[O:45][CH3:46].[O:54]1[CH2:55][CH2:56][CH:57]([NH2:58])[CH2:59][CH2:60]1>>[NH:20]([CH:21]1[CH2:22][CH2:23][O:24][CH2:25][CH2:26]1)[CH2:31][CH2:32][CH2:33][CH2:34][CH2:35][n:36]1[c:37]2[n:38][c:39]([O:48][CH:49]([CH2:50][CH2:51][CH3:52])[CH3:53])[n:40][c:41]([NH2:47])[c:42]2[n:43][c:44]1[O:45][CH3:46]. Starting materials: NC1=CC=C(C=C1)C=1C(NC(NN1)=O)C (6-(4-aminophenyl)-5-methyl-4,5-dihydro-1,2,4-triazin-3(2H)-one), COCCOS(=O)(=O)C1=CC=C(C=C1)C (2-methoxyethyl-p-toluenesulfonate), [I-].[K+] (potassium iodide), C([O-])([O-])=O.[K+].[K+] (potassium carbonate). The solvent is CN(C)C=O (DMF). Conditions: temperature 80 celsius. Yields the product COCCNC1=CC=C(C=C1)C=1C(NC(NN1)=O)C (6-[4-(2-methoxyethylamino)phenyl]-5-methyl-4,5-dihydro-1,2,4-triazin-3(2H)-one). Isolated yield 16.0%. Reaction SMILES: [NH2:1][C:2]1[CH:7]=[CH:6][C:5]([C:8]2[CH:9]([CH3:15])[NH:10][C:11](=[O:14])[NH:12][N:13]=2)=[CH:4][CH:3]=1.[CH3:16][O:17][CH2:18][CH2:19]OS(C1C=CC(C)=CC=1)(=O)=O.[I-].[K+].C(=O)([O-])[O-].[K+].[K+]>CN(C=O)C>[CH3:16][O:17][CH2:18][CH2:19][NH:1][C:2]1[CH:3]=[CH:4][C:5]([C:8]2[CH:9]([CH3:15])[NH:10][C:11](=[O:14])[NH:12][N:13]=2)=[CH:6][CH:7]=1 |f:2.3,4.5.6|. Procedure details: A mixture of 6-(4-aminophenyl)-5-methyl-4,5-dihydro-1,2,4-triazin-3(2H)-one (2 g), 2-methoxyethyl-p-toluenesulfonate (3.8 g), potassium iodide (0.5 g) and potassium carbonate (1.3 g) in DMF (18 ml) was heated at 80° C. for 16 hours and evaporated in vacuo. The residue was extracted with ethyl acetate after an addition of water and the extract was washed with water, dried over magnesium sulfate, and evaporated in vacuo. The oily residue was triturated with ethyl acetate, collected by filtration, ... Reactants: methyl ester, FC(C(C(=O)O)(C(F)(F)F)C1=CC=CC=C1)(F)F (α,α-bis(trifluoromethyl)phenylacetic acid), FC(C(C(=O)O)(C(F)(F)F)C1=CC=C(C=C1)CC(C)C)(F)F (α,α-bis(trifluoromethyl)-p-isobutylphenylacetic acid), methyl ester. Yields the product FC(C(C(=O)O)C1=CC=C(C=C1)CC(C)C)(F)F (α-(trifluoromethyl)-p-isobutylphenylacetic acid). Isolated yield 43.0%. As a reaction SMILES: [F:1][C:2]([F:22])([F:21])[C:3]([C:11]1[CH:16]=[CH:15][C:14]([CH2:17][CH:18]([CH3:20])[CH3:19])=[CH:13][CH:12]=1)(C(F)(F)F)[C:4]([OH:6])=[O:5].FC(F)(F)C(C1C=CC=CC=1)(C(F)(F)F)C(O)=O>>[F:1][C:2]([F:21])([F:22])[CH:3]([C:11]1[CH:16]=[CH:15][C:14]([CH2:17][CH:18]([CH3:19])[CH3:20])=[CH:13][CH:12]=1)[C:4]([OH:6])=[O:5]. Procedure details: Reaction was carried out in the same manner as in Example 1, except that methyl ester of α,α-bis(trifluoromethyl)-p-isobutylphenylacetic acid obtained in Reference Example 3 was used in place of methyl ester of α,α-bis(trifluoromethyl)phenylacetic acid obtained in Reference Example 2, whereby α-(trifluoromethyl)-p-isobutylphenylacetic acid was obtained in yield of 43%. As a reaction SMILES: [F:1][C:2]1[CH:7]=[C:6]([C:8]2[CH:13]=[CH:12][CH:11]=[CH:10][N:9]=2)[CH:5]=[CH:4][C:3]=1[C:14]1[O:15][C:16]2[C:22]([C:23]([NH2:25])=[O:24])=[CH:21][CH:20]=[CH:19][C:17]=2[N:18]=1.[H][H]>CO.O=[Pt]=O>[F:1][C:2]1[CH:7]=[C:6]([CH:8]2[CH2:13][CH2:12][CH2:11][CH2:10][NH:9]2)[CH:5]=[CH:4][C:3]=1[C:14]1[O:15][C:16]2[C:22]([C:23]([NH2:25])=[O:24])=[CH:21][CH:20]=[CH:19][C:17]=2[N:18]=1. Run in CO (methanol). The reagents and catalysts are O=[Pt]=O (PtO2). Yields the product FC1=C(C=CC(=C1)C1NCCCC1)C=1OC2=C(N1)C=CC=C2C(=O)N (2-(2-fluoro-4-(piperidin-2-yl)phenyl)benzo[d]oxazole-7-carboxamide). Procedure: 2-(2-Fluoro-4-(pyridin-2-yl)phenyl)benzo[d]oxazole-7-carboxamide (380 mg, 1.1 mmol) and PtO2 (190 mg) in methanol (20 ml) was hydrogenated under 25 atm of hydrogen at 45° C. for two days. The mixture was filtered. The solvent was removed in vacuum. The crude product was purified by prep-HPLC to give 2-(2-fluoro-4-(piperidin-2-yl)phenyl)benzo[d]oxazole-7-carboxamide (228 mg, yield 44%). 1H-NMR (400 MHz, CD3OD) δ (ppm): 1.76-1.90 (m, 2H), 1.96-2.06 (m, 3H), 2.13-2.16 (m, 1H), 3.19-3.25 (m, 1H), 3.... Isolated yield 61.1%. The reactants are FC1=C(C=CC(=C1)C1=NC=CC=C1)C=1OC2=C(N1)C=CC=C2C(=O)N (2-(2-Fluoro-4-(pyridin-2-yl)phenyl)benzo[d]oxazole-7-carboxamide), [H][H] (hydrogen). Reactants: B(Br)(Br)Br (BBr3), solution, FC(C(=O)N1CC2=CC(=CC=C2C(C1)C1=CC=C(C=C1)OC)OC)(F)F (2,2,2-trifluoro-1-[7-methoxy-4-(4-methoxy-phenyl)-3,4-dihydro-1H-isoquinolin-2-yl]-ethanone). Solvent: C(Cl)Cl (CH2Cl2), C(Cl)Cl (CH2Cl2). Reaction conditions: temperature 0 celsius, time 60 minute. The product is FC(C(=O)N1CC2=CC(=CC=C2C(C1)C1=CC=C(C=C1)O)O)(F)F (2,2,2-Trifluoro-1-[7-hydroxy-4-(4-hydroxy-phenyl)-3,4-dihydro-1H-isoquinolin-2-yl]-ethanone). The yield is 84.7%. RXN SMILES: [F:1][C:2]([F:26])([F:25])[C:3]([N:5]1[CH2:14][CH:13]([C:15]2[CH:20]=[CH:19][C:18]([O:21]C)=[CH:17][CH:16]=2)[C:12]2[C:7](=[CH:8][C:9]([O:23]C)=[CH:10][CH:11]=2)[CH2:6]1)=[O:4].B(Br)(Br)Br>C(Cl)Cl>[F:26][C:2]([F:1])([F:25])[C:3]([N:5]1[CH2:14][CH:13]([C:15]2[CH:20]=[CH:19][C:18]([OH:21])=[CH:17][CH:16]=2)[C:12]2[C:7](=[CH:8][C:9]([OH:23])=[CH:10][CH:11]=2)[CH2:6]1)=[O:4]. Procedure details: To a solution of 2,2,2-trifluoro-1-[7-methoxy-4-(4-methoxy-phenyl)-3,4-dihydro-1H-isoquinolin-2-yl]-ethanone (1.74 g, 4.76 mmol, see Example 82) in CH2Cl2 (100 ml) cooled to 0° C. was added BBr3 as a 1.0 M solution in CH2Cl2 (14.28 ml, 14.28 mmol) in a dropwise manner. The reaction mixture was stirred at 0° C. for 60 minutes, the ice bath removed, and stirring continued at RT for 90 minutes. MeOH (10 ml) was added to the reaction and stirring was continued at RT for 10 minutes. The reaction mixt... Product: O=[N+]([O-])C=Cc1ccc(Cl)c(OCc2ccccc2)c1. Starting materials: CC(=O)[O-], CC(=O)O, O=Cc1ccc(Cl)c(OCc2ccccc2)c1, C[N+](=O)[O-], [NH4+]. Reaction SMILES: [CH3:19][C:20](=[O:21])[O-:22].[CH3:27][C:28](=[O:29])[OH:30].[Cl:1][c:2]1[c:3]([O:10][CH2:11][c:12]2[cH:13][cH:14][cH:15][cH:16][cH:17]2)[cH:4][c:5]([CH:6]=[O:7])[cH:8][cH:9]1.[N+:23](=[O:24])([O-:25])[CH3:26].[NH4+:18]>>[Cl:1][c:2]1[c:3]([O:10][CH2:11][c:12]2[cH:13][cH:14][cH:15][cH:16][cH:17]2)[cH:4][c:5]([CH:6]=[CH:26][N+:23](=[O:24])[O-:25])[cH:8][cH:9]1. Reactants: [Al+3], [Cl-], [Cl-], [Cl-], O=C(Cl)CCl, O=C1Cc2ccc(Cl)cc2N1, ClCCl. The product is O=C1Cc2cc(C(=O)CCl)c(Cl)cc2N1. As a reaction SMILES: [Al+3:18].[Cl-:17].[Cl-:19].[Cl-:20].[Cl:12][CH2:13][C:14](=[O:15])[Cl:16].[Cl:1][c:2]1[cH:3][cH:4][c:5]2[c:9]([cH:10]1)[NH:8][C:7](=[O:11])[CH2:6]2.[Cl:21][CH2:22][Cl:23]>>[Cl:1][c:2]1[c:3]([C:14]([CH2:13][Cl:12])=[O:15])[cH:4][c:5]2[c:9]([cH:10]1)[NH:8][C:7](=[O:11])[CH2:6]2. As a reaction SMILES: [C:13]([CH3:14])(=[O:15])[NH:16][CH2:17][CH2:18][OH:19].[CH2:1]1[O:2][c:3]2[cH:4][c:5]([N+:10](=[O:11])[O-:12])[cH:6][cH:7][c:8]2[O:9]1.[K+:21].[OH-:20]>>[CH2:1]([O:9][c:8]1[c:3]([OH:2])[cH:4][c:5]([N+:10](=[O:11])[O-:12])[cH:6][cH:7]1)[CH2:17][NH:16][C:13]([CH3:14])=[O:15]. Starting materials: CC(=O)NCCO, O=[N+]([O-])c1ccc2c(c1)OCO2, [K+], [OH-]. The product is CC(=O)NCCOc1ccc([N+](=O)[O-])cc1O. The reactants are ClC1=CC=C(S1)C(=O)NCC=1N=CN(C1)C1=CC=C(C=C1)I (5-chloro-N-((1-(4-iodophenyl)-1H-imidazol-4-yl)methyl)thiophene-2-carboxamide), N1C(COCC1)=O (3-morpholinone), OC=1C=CC=C2C=CC=NC12 (8-hydroxyquinoline), C(=O)([O-])[O-].[K+].[K+] (K2CO3). Reagents/catalysts: [Cu]I (CuI). Solvent: CS(=O)C (DMSO). Reaction conditions: temperature 130 celsius. Product: ClC1=CC=C(S1)C(=O)NCC=1N=CN(C1)C1=CC=C(C=C1)N1C(COCC1)=O (5-Chloro-N-((1-(4-(3-oxomorpholino)phenyl)-1H-imidazol-4-yl)methyl)thiophene-2-carboxamide). As a reaction SMILES: [Cl:1][C:2]1[S:6][C:5]([C:7]([NH:9][CH2:10][C:11]2[N:12]=[CH:13][N:14]([C:16]3[CH:21]=[CH:20][C:19](I)=[CH:18][CH:17]=3)[CH:15]=2)=[O:8])=[CH:4][CH:3]=1.[NH:23]1[CH2:28][CH2:27][O:26][CH2:25][C:24]1=[O:29].OC1C=CC=C2C=1N=CC=C2.C([O-])([O-])=O.[K+].[K+]>CS(C)=O.[Cu]I>[Cl:1][C:2]1[S:6][C:5]([C:7]([NH:9][CH2:10][C:11]2[N:12]=[CH:13][N:14]([C:16]3[CH:21]=[CH:20][C:19]([N:23]4[CH2:28][CH2:27][O:26][CH2:25][C:24]4=[O:29])=[CH:18][CH:17]=3)[CH:15]=2)=[O:8])=[CH:4][CH:3]=1 |f:3.4.5|. Procedure: A mixture of 5-chloro-N-((1-(4-iodophenyl)-1H-imidazol-4-yl)methyl)thiophene-2-carboxamide 1-6 prepared in Example 1 (33 mg, 0.074 mmol), 3-morpholinone prepared above (22 mg, 0.218 mmol), 8-hydroxyquinoline (7 mg, 0.048 mmol) and K2CO3 (30 mg, 0.217 mmol) in DMSO (0.5 mL) was degassed before being charged with CuI (14 mg, 0.073 mmol). The mixture in a sealed tube was heated at 130° C. overnight. The mixture was then purified by HPLC to give the title compound (3 mg). MS 417.0 and 419.0 (M+H, Cl... Starting materials: C=C(C)C(=O)OCC(O)CCl, ClCC1CO1, [K+], [Na+], [OH-], [OH-], O. Yields the product C=C(C)C(=O)OCC1CO1, [Cl-], [K+]. Reaction SMILES: [C:1]([C:2](=[CH2:3])[CH3:4])(=[O:5])[O:6][CH2:7][CH:8]([CH2:9][Cl:10])[OH:11].[Cl:16][CH2:17][CH:18]1[O:19][CH2:20]1.[K+:15].[Na+:13].[OH-:12].[OH-:14].[OH2:21]>>[C:1]([C:2](=[CH2:3])[CH3:4])(=[O:5])[O:6][CH2:7][CH:8]1[CH2:9][O:11]1.[Cl-:10].[K+:15].